From a dataset of the Open Reaction Database (ORD), a public repository of structured organic reaction records. describe an organic reaction: reactants, conditions, products, and yield Starting materials: Cl (hydrochloric acid), C(C)(C)(C)OC(=O)CN(C=1C=C2C(CN(C2=CC1)C(NC)=O)C(=O)OC)S(=O)(=O)C1=CC(=CC(=C1)Cl)Cl (methyl 5-[tert-butoxycarbonylmethyl-(3,5-dichloro-phenylsulphonyl)-amino]-1-methylcarbamoyl-2,3-dihydro-1H-indole-3-carboxylate), solution, [OH-].[Li+] (lithium hydroxide), [Cl-].[Na+] (sodium chloride). Run in O (water), C(C)(=O)OCC (ethyl acetate), O1CCCC1 (tetrahydrofuran). Conditions: time 8 hour. Product: C(C)(C)(C)OC(=O)CN(C=1C=C2C(CN(C2=CC1)C(NC)=O)C(=O)O)S(=O)(=O)C1=CC(=CC(=C1)Cl)Cl (5-[tert-butoxycarbonylmethyl-(3,5-dichloro-phenylsulphonyl)-amino]-1-methylcarbamoyl-2,3-dihydro-1H-indole-3-carboxylic acid). Reaction SMILES: [C:1]([O:5][C:6]([CH2:8][N:9]([S:27]([C:30]1[CH:35]=[C:34]([Cl:36])[CH:33]=[C:32]([Cl:37])[CH:31]=1)(=[O:29])=[O:28])[C:10]1[CH:11]=[C:12]2[C:16](=[CH:17][CH:18]=1)[N:15]([C:19](=[O:22])[NH:20][CH3:21])[CH2:14][CH:13]2[C:23]([O:25]C)=[O:24])=[O:7])([CH3:4])([CH3:3])[CH3:2].[OH-].[Li+].Cl.[Cl-].[Na+]>O1CCCC1.O.C(OCC)(=O)C>[C:1]([O:5][C:6]([CH2:8][N:9]([S:27]([C:30]1[CH:35]=[C:34]([Cl:36])[CH:33]=[C:32]([Cl:37])[CH:31]=1)(=[O:28])=[O:29])[C:10]1[CH:11]=[C:12]2[C:16](=[CH:17][CH:18]=1)[N:15]([C:19](=[O:22])[NH:20][CH3:21])[CH2:14][CH:13]2[C:23]([OH:25])=[O:24])=[O:7])([CH3:4])([CH3:2])[CH3:3] |f:1.2,4.5|. Procedure: 100 mg methyl 5-[tert-butoxycarbonylmethyl-(3,5-dichloro-phenylsulphonyl)-amino]-1-methylcarbamoyl-2,3-dihydro-1H-indole-3-carboxylate are dissolved in 1.2 ml of tetrahydrofuran, combined with 349 μl of a 1 M solution of lithium hydroxide in water and stirred overnight at ambient temperature. Then the mixture is cooled to 0° C., combined with 350 μl 1 M hydrochloric acid and divided between ethyl acetate and saturated sodium chloride solution. The organic phase is dried on magnesium sulphate and... The reactants are C1(CCCC1)NC=1C=C(C=C2C=C(NC12)C=1SC[C@H](N1)CC(=O)O)F ([(R)-2-(7-cyclopentylamino-5-fluoro-1H-indol-2-yl)-4,5-dihydro-thiazol-4-yl]acetic acid), C(C)(=O)N1CCNCC1 (1-acetylpiperazine). The product is C(C)(=O)N1CCN(CC1)C(C[C@H]1N=C(SC1)C=1NC2=C(C=C(C=C2C1)F)NC1CCCC1)=O (1-(4-acetyl-piperazin-1-yl)-2-[(R)-2-(7-cyclopentylamino-5-fluoro-1H-indol-2-yl)-4,5-dihydro-thiazol-4-yl]-ethanone). Yield: 55.0%. As a reaction SMILES: [CH:1]1([NH:6][C:7]2[CH:8]=[C:9]([F:25])[CH:10]=[C:11]3[C:15]=2[NH:14][C:13]([C:16]2[S:17][CH2:18][C@@H:19]([CH2:21][C:22](O)=[O:23])[N:20]=2)=[CH:12]3)[CH2:5][CH2:4][CH2:3][CH2:2]1.[C:26]([N:29]1[CH2:34][CH2:33][NH:32][CH2:31][CH2:30]1)(=[O:28])[CH3:27]>>[C:26]([N:29]1[CH2:34][CH2:33][N:32]([C:22](=[O:23])[CH2:21][C@@H:19]2[CH2:18][S:17][C:16]([C:13]3[NH:14][C:15]4[C:11]([CH:12]=3)=[CH:10][C:9]([F:25])=[CH:8][C:7]=4[NH:6][CH:1]3[CH2:2][CH2:3][CH2:4][CH2:5]3)=[N:20]2)[CH2:31][CH2:30]1)(=[O:28])[CH3:27]. Procedure: The compound (100 mg, 0.28 mmol) prepared in Example 37 and 1-acetylpiperazine instead of 1-methylpiperazine were reacted according to the same procedure as Example 84 to give the title compound (60 mg, Yield 55%). Reactants: Cl.NCCNS(=O)(=O)C1=C(N(C2=CC=C(C=C12)Br)S(=O)(=O)C1=CC=CC=C1)C(=O)OCC (Ethyl 3-{[(2-aminoethyl)amino]sulfonyl}-5-bromo-1-(phenylsulfonyl)-1H-indole-2-carboxylate hydrochloride), BrC1=CC=C(C=C1)S(=O)(=O)Cl (4-bromobenzenesulfonyl chloride). The solvent is C(C)N(CC)CC (triethylamine). Conditions: time 35 minute. The product is BrC=1C=C2C(=C(N(C2=CC1)S(=O)(=O)C1=CC=CC=C1)C(=O)OCC)S(=O)(=O)NCCNS(=O)(=O)C1=CC=C(C=C1)Br (Ethyl 5-bromo-3-{[(2-{[(4-bromophenyl)sulfonyl]amino}ethyl)amino]sulfonyl}-1-(phenylsulfonyl)-1H-indole-2-carboxylate). RXN SMILES: Cl.[NH2:2][CH2:3][CH2:4][NH:5][S:6]([C:9]1[C:17]2[C:12](=[CH:13][CH:14]=[C:15]([Br:18])[CH:16]=2)[N:11]([S:19]([C:22]2[CH:27]=[CH:26][CH:25]=[CH:24][CH:23]=2)(=[O:21])=[O:20])[C:10]=1[C:28]([O:30][CH2:31][CH3:32])=[O:29])(=[O:8])=[O:7].[Br:33][C:34]1[CH:39]=[CH:38][C:37]([S:40](Cl)(=[O:42])=[O:41])=[CH:36][CH:35]=1>C(N(CC)CC)C>[Br:18][C:15]1[CH:16]=[C:17]2[C:12](=[CH:13][CH:14]=1)[N:11]([S:19]([C:22]1[CH:27]=[CH:26][CH:25]=[CH:24][CH:23]=1)(=[O:21])=[O:20])[C:10]([C:28]([O:30][CH2:31][CH3:32])=[O:29])=[C:9]2[S:6]([NH:5][CH2:4][CH2:3][NH:2][S:40]([C:37]1[CH:38]=[CH:39][C:34]([Br:33])=[CH:35][CH:36]=1)(=[O:42])=[O:41])(=[O:8])=[O:7] |f:0.1|. Procedure details: A solution of the product from Example 89 Step A, was combined with 4-bromobenzenesulfonyl chloride and triethylamine, and stirred at room temperature for 35 minutes. The solvent was removed with a stream of nitrogen to give the titled compound. ESI+ MS: 750 [M+H]+. Reactants: O=C(Br)CBr, ClCCl, NCCc1ccc(Oc2ccccc2)cc1, c1ccncc1. Yields the product O=C(CBr)NCCc1ccc(Oc2ccccc2)cc1. Reaction SMILES: [Br:17][CH2:18][C:19](=[O:20])[Br:21].[Cl:28][CH2:29][Cl:30].[O:1]([c:2]1[cH:3][cH:4][cH:5][cH:6][cH:7]1)[c:8]1[cH:9][cH:10][c:11]([CH2:12][CH2:13][NH2:14])[cH:15][cH:16]1.[cH:22]1[cH:23][cH:24][n:25][cH:26][cH:27]1>>[O:1]([c:2]1[cH:3][cH:4][cH:5][cH:6][cH:7]1)[c:8]1[cH:9][cH:10][c:11]([CH2:12][CH2:13][NH:14][C:19]([CH2:18][Br:17])=[O:20])[cH:15][cH:16]1.